This data is from the Open Reaction Database (ORD), a public repository of structured organic reaction records. The task is: describe an organic reaction: reactants, conditions, products, and yield Starting materials: ClC=1C=C(C=CC1)N1CC(N(CC1)CC1=CC(=C(C=C1)OC)OC)C(=O)NC(C)C (4-(3-chlorophenyl)-1-[(3,4-dimethoxyphenyl)methyl]-N-(1-methylethyl)-2-piperazinecarboxamide), [H-].[Al+3].[Li+].[H-].[H-].[H-] (lithium aluminum hydride). Product: ClC=1C=C(C=CC1)N1CC(N(CC1)CC1=CC(=C(C=C1)OC)OC)CNC(C)C (4-(3-Chlorophenyl)-1-[(3,4-dimethoxyphenyl)methyl]-N-(1-methylethyl)-2-piperazinemethanamine). As a reaction SMILES: [Cl:1][C:2]1[CH:3]=[C:4]([N:8]2[CH2:13][CH2:12][N:11]([CH2:14][C:15]3[CH:20]=[CH:19][C:18]([O:21][CH3:22])=[C:17]([O:23][CH3:24])[CH:16]=3)[CH:10]([C:25]([NH:27][CH:28]([CH3:30])[CH3:29])=O)[CH2:9]2)[CH:5]=[CH:6][CH:7]=1.[H-].[Al+3].[Li+].[H-].[H-].[H-]>>[Cl:1][C:2]1[CH:3]=[C:4]([N:8]2[CH2:13][CH2:12][N:11]([CH2:14][C:15]3[CH:20]=[CH:19][C:18]([O:21][CH3:22])=[C:17]([O:23][CH3:24])[CH:16]=3)[CH:10]([CH2:25][NH:27][CH:28]([CH3:30])[CH3:29])[CH2:9]2)[CH:5]=[CH:6][CH:7]=1 |f:1.2.3.4.5.6|. Reported procedure: In a manner similar to Preparation 2, react 4-(3-chlorophenyl)-1-[(3,4-dimethoxyphenyl)methyl]-N-(1-methylethyl)-2-piperazinecarboxamide with lithium aluminum hydride to obtain the title compound. Starting materials: Cl (hydrochloric acid), ClC=1C2=C(N=CN1)NC=C2 (4-chloro-7H-pyrrolo[2,3-d]pyrimidine), C(C)(C)(C)OC(N(C1=NC=C(C=C1)C=O)CC=1C(=NC=C(C1)F)OC)=O ((5-fluoro-2-methoxy-pyridin-3-ylmethyl)-(5-formyl-pyridin-2-yl)-carbamic acid tert-butyl ester), C([O-])([O-])=O.[Cs+].[Cs+] (cesium carbonate). Solvent: CN(C=O)C (N,N-dimethylformamide). Run at time 6 day. The product is C(C)(C)(C)OC(N(CC=1C(=NC=C(C1)F)OC)C1=NC=C(C=C1)C(O)C1=CNC=2N=CN=C(C21)Cl)=O ({5-[(4-chloro-7H-pyrrolo[2,3-d]pyrimidin-5-yl)-hydroxy-methyl]-pyridin-2-yl}-(5-fluoro-2-methoxy-pyridin-3-ylmethyl)-carbamic acid tert-butyl ester). Reaction SMILES: [Cl:1][C:2]1[C:3]2[CH:10]=[CH:9][NH:8][C:4]=2[N:5]=[CH:6][N:7]=1.[C:11]([O:15][C:16](=[O:36])[N:17]([CH2:26][C:27]1[C:28]([O:34][CH3:35])=[N:29][CH:30]=[C:31]([F:33])[CH:32]=1)[C:18]1[CH:23]=[CH:22][C:21]([CH:24]=[O:25])=[CH:20][N:19]=1)([CH3:14])([CH3:13])[CH3:12].C(=O)([O-])[O-].[Cs+].[Cs+].Cl>CN(C)C=O>[C:11]([O:15][C:16](=[O:36])[N:17]([C:18]1[CH:23]=[CH:22][C:21]([CH:24]([C:10]2[C:3]3[C:2]([Cl:1])=[N:7][CH:6]=[N:5][C:4]=3[NH:8][CH:9]=2)[OH:25])=[CH:20][N:19]=1)[CH2:26][C:27]1[C:28]([O:34][CH3:35])=[N:29][CH:30]=[C:31]([F:33])[CH:32]=1)([CH3:14])([CH3:12])[CH3:13] |f:2.3.4|. Procedure details: 4-Chloro-7H-pyrrolo[2,3-d]pyrimidine (1, 0.121 g, 0.790 mmol), (5-fluoro-2-methoxy-pyridin-3-ylmethyl)-(5-formyl-pyridin-2-yl)-carbamic acid tert-butyl ester (77), 2.5 mL of N,N-dimethylformamide and cesium carbonate (0.751 g, 2.30 mmol) were combined in a round bottom flask. The reaction was stirred at room temperature for 6 days, then neutralized with 0.1N aqueous hydrochloric acid, then extracted 3× with ethyl acetate. The organic layers were combined, washed with brine, dried over sodium sul... Reactants: CC(C)(C)OC(=O)N1C(CC2CCCOC2)COC1(C)C, CO. Product: CC(C)(C)OC(=O)NC(CO)CC1CCCOC1. As a reaction SMILES: [CH3:1][C:2]1([CH3:21])[O:3][CH2:4][CH:5]([CH2:14][CH:15]2[CH2:16][O:17][CH2:18][CH2:19][CH2:20]2)[N:6]1[C:7](=[O:8])[O:9][C:10]([CH3:11])([CH3:12])[CH3:13].[CH3:22][OH:23]>>[OH:3][CH2:4][CH:5]([NH:6][C:7](=[O:8])[O:9][C:10]([CH3:11])([CH3:12])[CH3:13])[CH2:14][CH:15]1[CH2:16][O:17][CH2:18][CH2:19][CH2:20]1. The reactants are NN1C=CC=C1 (1-aminopyrrole), C(=O)(OCC1=CC=CC=C1)NCC(=O)O (carbobenzyloxyglycine), C1CCC(CC1)N=C=NC2CCCCC2 (DCC). The solvent is C(Cl)Cl (DCM), CN(C=O)C (dimethylformamide). Conditions: time 64 hour. The product is C1(=CC=CC=C1)COC(NCC(NN1C=CC=C1)=O)=O (Phenylmethyl-[2-oxo-2-(1H-pyrrol-1-ylamino)ethyl]carbamate). Isolated yield 18.8%. Reaction SMILES: [NH2:1][N:2]1[CH:6]=[CH:5][CH:4]=[CH:3]1.[C:7]([NH:17][CH2:18][C:19](O)=[O:20])([O:9][CH2:10][C:11]1[CH:16]=[CH:15][CH:14]=[CH:13][CH:12]=1)=[O:8].C1CCC(N=C=NC2CCCCC2)CC1>C(Cl)Cl.CN(C)C=O>[C:11]1([CH2:10][O:9][C:7](=[O:8])[NH:17][CH2:18][C:19](=[O:20])[NH:1][N:2]2[CH:6]=[CH:5][CH:4]=[CH:3]2)[CH:12]=[CH:13][CH:14]=[CH:15][CH:16]=1. Reported procedure: To a solution of 1-aminopyrrole (2.46 g) and carbobenzyloxyglycine (6.28 g) in 120 ml of dry DCM and 10 ml of dry dimethylformamide was added DCC (8.00 g). The reaction mixture was stirred at room temperature over a period of 64 hours. The precipitate was removed by filtration and stirred in boiling ethyl acetate. The mixture was filtered and the filtrate was combined with the filtrate of the reaction mixture and evaporated to dryness. The residue was purified by flash column chromatography (sil... Reactants: BrC1=C2C=CC(=NC2=CC=C1OC)C (5-bromo-6-methoxy-2-methylquinoline), [Se](=O)=O (selenium dioxide). The product is BrC1=C2C=CC(=NC2=CC=C1OC)C=O (5-Bromo-6-methoxy-2-quinolinecarbaldehyde). The yield is 75.0%. RXN SMILES: [Br:1][C:2]1[C:11]([O:12][CH3:13])=[CH:10][CH:9]=[C:8]2[C:3]=1[CH:4]=[CH:5][C:6]([CH3:14])=[N:7]2.[Se](=O)=[O:16]>>[Br:1][C:2]1[C:11]([O:12][CH3:13])=[CH:10][CH:9]=[C:8]2[C:3]=1[CH:4]=[CH:5][C:6]([CH:14]=[O:16])=[N:7]2. Reported procedure: The title compound was prepared from 5-bromo-6-methoxy-2-methylquinoline (6b) and selenium dioxide using methods as described in the literature for similar compounds (Mathes et al., 1957) in 75% yield. 1H NMR (DMSO-d6, HMDSO), δ: 4.07 (3H, s); 7.92 (1H, d, J=9.0 Hz); 8.03 (1H, d, J=9.2 Hz); 8.29 (1H, d, J=9.2 Hz); 8.58 (1H, d, J=9.0 Hz), 10.09 (3H, s). The reactants are CC(C)C[Al+]CC(C)C, CCCCCC, COC(=O)c1ccc(F)c2nn(C)cc12, [H-], C1CCOC1, O. The product is Cn1cc2c(CO)ccc(F)c2n1. Reaction SMILES: [CH2:17]([Al+:18][CH2:19][CH:20]([CH3:21])[CH3:22])[CH:23]([CH3:24])[CH3:25].[CH3:32][CH2:33][CH2:34][CH2:35][CH2:36][CH3:37].[F:1][c:2]1[cH:3][cH:4][c:5]([C:12](=[O:13])[O:14][CH3:15])[c:6]2[cH:7][n:8]([CH3:11])[n:9][c:10]12.[H-:16].[O:27]1[CH2:28][CH2:29][CH2:30][CH2:31]1.[OH2:26]>>[F:1][c:2]1[cH:3][cH:4][c:5]([CH2:12][OH:13])[c:6]2[cH:7][n:8]([CH3:11])[n:9][c:10]12.